From a dataset of the Open Reaction Database (ORD), a public repository of structured organic reaction records. describe an organic reaction: reactants, conditions, products, and yield Reactants: ON1C=NC=C1 (1-hydroxyimidazole), N1(CCOCC1)C(=O)Cl (4-morpholine carbonyl chloride). Product: N1(C=NC=C1)OC(=O)N1CCOCC1 (Morpholine-4-carboxylic acid imidazol-1-yl ester). Reaction SMILES: [OH:1][N:2]1[CH:6]=[CH:5][N:4]=[CH:3]1.[N:7]1([C:13](Cl)=[O:14])[CH2:12][CH2:11][O:10][CH2:9][CH2:8]1>>[N:2]1([O:1][C:13]([N:7]2[CH2:12][CH2:11][O:10][CH2:9][CH2:8]2)=[O:14])[CH:6]=[CH:5][N:4]=[CH:3]1. Procedure details: The title compound was prepared from 1-hydroxyimidazole and 4-morpholine carbonyl chloride applying the general procedure 8. The crude product was purified by preparative HPLC (water-acetonitrile-0.1% TFA) (36%, crystals). The reactants are NC1=C2C(=NC=N1)N(N=C2C2=CC=C(C=C2)OC2=CC(=CC(=C2)F)F)[C@H]2CN(CCC2)C(CC#N)=O (3-[(3R)-3-[4-amino-3-[4-(3,5-difluorophenoxy)phenyl]-1H-pyrazolo[3,4-d]pyrimidin-1-yl]piperidin-1-yl]-3-oxopropanenitrile), ClCCl (dichloromethane), C1(CC1)C=O (cyclopropanecarbaldehyde), N1CCCCC1 (piperidine). Run in CO (methanol). Reaction conditions: time 12 hour. Product: NC1=C2C(=NC=N1)N(N=C2C2=CC=C(C=C2)OC2=CC(=CC(=C2)F)F)[C@H]2CN(CCC2)C(=O)C(C#N)=CC2CC2 ((R)-2-(3-(4-amino-3-(4-(3,5-difluorophenoxy)phenyl)-1H-pyrazolo[3,4-d]pyrimidin-1-yl)piperidine-1-carbonyl)-3-cyclopropylacrylonitrile). Yield: 41.7%. Reaction SMILES: [NH2:1][C:2]1[N:7]=[CH:6][N:5]=[C:4]2[N:8]([C@@H:26]3[CH2:31][CH2:30][CH2:29][N:28]([C:32](=[O:36])[CH2:33][C:34]#[N:35])[CH2:27]3)[N:9]=[C:10]([C:11]3[CH:16]=[CH:15][C:14]([O:17][C:18]4[CH:23]=[C:22]([F:24])[CH:21]=[C:20]([F:25])[CH:19]=4)=[CH:13][CH:12]=3)[C:3]=12.[CH:37]1([CH:40]=O)[CH2:39][CH2:38]1.N1CCCCC1.ClCCl>CO>[NH2:1][C:2]1[N:7]=[CH:6][N:5]=[C:4]2[N:8]([C@@H:26]3[CH2:31][CH2:30][CH2:29][N:28]([C:32]([C:33](=[CH:40][CH:37]4[CH2:39][CH2:38]4)[C:34]#[N:35])=[O:36])[CH2:27]3)[N:9]=[C:10]([C:11]3[CH:16]=[CH:15][C:14]([O:17][C:18]4[CH:19]=[C:20]([F:25])[CH:21]=[C:22]([F:24])[CH:23]=4)=[CH:13][CH:12]=3)[C:3]=12. Procedure details: Into a 50 mL round-bottom flask, was placed a solution of 3-[(3R)-3-[4-amino-3-[4-(3,5-difluorophenoxy)phenyl]-1H-pyrazolo[3,4-d]pyrimidin-1-yl]piperidin-1-yl]-3-oxopropanenitrile (150 mg, 0.31 mmol, 1.00 equiv) in methanol (20 mL), cyclopropanecarbaldehyde (64 mg, 0.91 mmol, 3.00 equiv), piperidine (13 mg, 0.15 mmol, 0.50 equiv), and dichloromethane (5 mL). The resulting solution was stirred for 12 h at room temperature and then concentrated under vacuum. The residue was loaded onto a silica ge... The reactants are [OH-].[Na+] (sodium hydroxide), ClC1=C(C(=CC(=C1)Cl)Cl)O (2,4,6-trichlorophenol), resultant mixture, BrCCBr (1,2-dibromoethane). Run in O (water), C(C)O (ethanol). Product: BrCCOC1=C(C=C(C=C1Cl)Cl)Cl (1-bromo-2-(2,4,6-trichlorophenoxy)ethane). Isolated yield 67.4%. Reaction SMILES: [OH-].[Na+].[Cl:3][C:4]1[CH:9]=[C:8]([Cl:10])[CH:7]=[C:6]([Cl:11])[C:5]=1[OH:12].[Br:13][CH2:14][CH2:15]Br>O.C(O)C>[Br:13][CH2:14][CH2:15][O:12][C:5]1[C:4]([Cl:3])=[CH:9][C:8]([Cl:10])=[CH:7][C:6]=1[Cl:11] |f:0.1|. Reported procedure: A solution of sodium hydroxide (7.8 g, 0.195 mol) in water (20 ml) was added to a solution of 2,4,6-trichlorophenol (38.0 g, 0.192 mol) in ethanol (200 ml). 1,2-dibromoethane (47 g, 0.25 mol) was then added and the resultant mixture was refluxed overnight. On cooling, the solid was filtered off and the filtrate concentrated under reduced pressure. Ether was added to the residue and the solution was then washed with dilute sodium hydroxide solution and dried over anhydrous magnesium sulphate. Aft... Starting materials: C(C)(C)(C)OC(=O)N1CC(NCC1)C(=O)NC(C)(C)C (4-(tert.butoxycarbonyl)-N-tert.butyl-2-piperazinecarboxamide), C(C1=CC=CC=C1)OC(=O)N[C@H]([C@H]1CO1)CC1=CC=CC=C1 (3(S)-(benzyloxyformamido)-1,2(S)-epoxy-4-phenylbutane). Solvent: C(C)(C)O (isopropanol). Conditions: time 72 hour. Yields the product N1(CCNCC1)C(=O)N (piperazinecarboxamide). Reaction SMILES: C([O:5][C:6]([N:8]1[CH2:13][CH2:12][NH:11][CH:10](C(NC(C)(C)C)=O)[CH2:9]1)=O)(C)(C)C.C(OC([NH:31][C@@H](CC1C=CC=CC=1)[C@@H]1OC1)=O)C1C=CC=CC=1>C(O)(C)C>[N:8]1([C:6]([NH2:31])=[O:5])[CH2:13][CH2:12][NH:11][CH2:10][CH2:9]1. Reported procedure: 0.395 g of 4-(tert.butoxycarbonyl)-N-tert.butyl-2-piperazinecarboxamide was dissolved in 50 ml of dry isopropanol and treated with 0.413 g of 3(S)-(benzyloxyformamido)-1,2(S)-epoxy-4-phenylbutane. The mixture was stirred at room temperature for 72 hours. The solvent was removed by evaporation to give a brown semi-solid material which was purified by flash chromatography on silica gel using 5% methanol in dichloromethane for the elution. There was obtained 0.234 g of 1-[3(S)-(benzyloxyformamido)-...